This data is from the Open Reaction Database (ORD), a public repository of structured organic reaction records. The task is: describe an organic reaction: reactants, conditions, products, and yield Reactants: FC=1C=C(C=CC1)O (3-fluorophenol), [OH-].[Na+].O (sodium hydroxide water), C(Cl)(Cl)Cl (chloroform). Product: FC1=C(C=O)C(=CC=C1)O (2-fluoro-6-hydroxybenzaldehyde). As a reaction SMILES: [F:1][C:2]1[CH:3]=[C:4](O)[CH:5]=[CH:6][CH:7]=1.[CH:9](Cl)(Cl)Cl.[OH-:13].[Na+].[OH2:15]>>[F:1][C:2]1[CH:3]=[CH:4][CH:5]=[C:6]([OH:15])[C:7]=1[CH:9]=[O:13] |f:2.3.4|. Reported procedure: According to the procedure of Preparation 9, 3-fluorophenol (19.2 g.) in sodium hydroxide/water (120 g./133 ml.) was reacted with chloroform (three 58 ml. portions). The reaction mixture was cooled and filtered. The resulting solids were partitioned between saturated brine and ethyl acetate, the pH was adjusted to 7.0 with diluted hydrochloric acid, and the ethyl acetate layer separated and held. The earlier filtrate was adjusted to pH 7.0 with conc. hydrochloric acid and extracted with ethyl ac... Starting materials: C1CCOC1, CI, O=C1CCC2c3ccc(Cl)cc3CCC2N1. Product: CN1C(=O)CCC2c3ccc(Cl)cc3CCC21. As a reaction SMILES: [CH2:19]1[O:20][CH2:21][CH2:22][CH2:23]1.[CH3:17][I:18].[Cl:1][c:2]1[cH:3][c:4]2[c:5]([cH:15][cH:16]1)[CH:6]1[CH2:7][CH2:8][C:9](=[O:14])[NH:10][CH:11]1[CH2:12][CH2:13]2>>[Cl:1][c:2]1[cH:3][c:4]2[c:5]([cH:15][cH:16]1)[CH:6]1[CH2:7][CH2:8][C:9](=[O:14])[N:10]([CH3:17])[CH:11]1[CH2:12][CH2:13]2.